Dataset: the Open Reaction Database (ORD), a public repository of structured organic reaction records. Task: describe an organic reaction: reactants, conditions, products, and yield The reactants are C([C@@H]1[C@H]([C@@H]([C@H]([C@H](O1)O[C@]2([C@H]([C@@H]([C@H](O2)CO)O)O)CO)O)O)O)O (saccharose). Solvent: O (water). Yields the product xanthan gum, C([C@@H]1[C@H]([C@@H]([C@H](C(O1)O)O)O)O)O.O (glucose syrup). RXN SMILES: [CH2:1]([OH:23])[C@H:2]1[O:7][C@H:6]([O:8][C@]2(CO)O[C@H](CO)[C@@H](O)[C@@H]2O)[C@H:5]([OH:20])[C@@H:4]([OH:21])[C@@H:3]1[OH:22]>O>[CH2:1]([OH:23])[C@H:2]1[O:7][CH:6]([OH:8])[C@H:5]([OH:20])[C@@H:4]([OH:21])[C@@H:3]1[OH:22].[OH2:7] |f:2.3|. Reported procedure: 29 parts of liquid saccharose and 49 parts of water were mixed at 60° C. 0.2 parts of stabiliser formed by carrageenans and xanthan gum and 3.5 parts of glucose syrup were then added. 15.5 parts of apple puree, colouring agent and finally 2.1 parts of citric acid were then added thereto. After pasteurisation of the mixture at 86° C. for 23 seconds, the composition was cooled to 4° C. and left to rest for 4 hours at this temperature. It was brought to 100 parts by the addition of cola aroma. The reactants are C1CCOC1, CC(C)NC(C)C, I[Cu]I, CCOC(=O)c1nc(I)c2c(-c3ccccc3)noc2c1O, Cl[Pd]Cl, C#Cc1ccccc1, c1ccc(P(c2ccccc2)c2ccccc2)cc1, c1ccc(P(c2ccccc2)c2ccccc2)cc1. The product is CCOC(=O)c1nc(C#Cc2ccccc2)c2c(-c3ccccc3)noc2c1O. RXN SMILES: [CH2:82]1[O:83][CH2:84][CH2:85][CH2:86]1.[CH:23]([NH:24][CH:25]([CH3:26])[CH3:27])([CH3:28])[CH3:29].[Cu:38]([I:39])[I:40].[OH:1][c:2]1[c:3]2[c:4]([c:5]([I:13])[n:6][c:7]1[C:8](=[O:9])[O:10][CH2:11][CH3:12])[c:14](-[c:17]1[cH:18][cH:19][cH:20][cH:21][cH:22]1)[n:15][o:16]2.[Pd:41]([Cl:42])[Cl:43].[c:30]1([C:36]#[CH:37])[cH:31][cH:32][cH:33][cH:34][cH:35]1.[c:44]1([P:45]([c:46]2[cH:47][cH:48][cH:49][cH:50][cH:51]2)[c:52]2[cH:53][cH:54][cH:55][cH:56][cH:57]2)[cH:58][cH:59][cH:60][cH:61][cH:62]1.[c:63]1([P:64]([c:65]2[cH:66][cH:67][cH:68][cH:69][cH:70]2)[c:71]2[cH:72][cH:73][cH:74][cH:75][cH:76]2)[cH:77][cH:78][cH:79][cH:80][cH:81]1>>[OH:1][c:2]1[c:3]2[c:4]([c:5]([C:37]#[C:36][c:30]3[cH:31][cH:32][cH:33][cH:34][cH:35]3)[n:6][c:7]1[C:8](=[O:9])[O:10][CH2:11][CH3:12])[c:14](-[c:17]1[cH:18][cH:19][cH:20][cH:21][cH:22]1)[n:15][o:16]2.